Dataset: the Open Reaction Database (ORD), a public repository of structured organic reaction records. Task: describe an organic reaction: reactants, conditions, products, and yield RXN SMILES: Br[CH2:2][C:3]1[C:11]2[C:7](=[N:8][S:9][N:10]=2)[CH:6]=[CH:5][CH:4]=1.[C:12]([O:16][C:17]([N:19]1[CH2:24][CH2:23][CH:22]([NH:25][CH2:26][CH:27]([CH3:29])[CH3:28])[CH2:21][CH2:20]1)=[O:18])([CH3:15])([CH3:14])[CH3:13].C(=O)([O-])[O-].[K+].[K+].[I-].[Na+].C(=O)(O)[O-].[Na+]>CN(C)C=O>[C:12]([O:16][C:17]([N:19]1[CH2:20][CH2:21][CH:22]([N:25]([CH2:2][C:3]2[C:11]3[C:7](=[N:8][S:9][N:10]=3)[CH:6]=[CH:5][CH:4]=2)[CH2:26][CH:27]([CH3:29])[CH3:28])[CH2:23][CH2:24]1)=[O:18])([CH3:15])([CH3:14])[CH3:13] |f:2.3.4,5.6,7.8|. Yield: 91.4%. Yields the product C(C)(C)(C)OC(=O)N1CCC(CC1)N(CC(C)C)CC1=CC=CC2=NSN=C21 (4-{[(benzo[2,1,3]thiadiazol-4-yl)methyl]-isobutyl-amino}-piperidine-1-carboxylic acid tert-butyl ester). Conditions: temperature 85 celsius. Starting materials: BrCC1=CC=CC2=NSN=C21 (4-Bromomethyl-benzo[2,1,3]thiadiazole), C(C)(C)(C)OC(=O)N1CCC(CC1)NCC(C)C (4-isobutylamino-piperidine-1-carboxylic acid tert-butyl ester), C([O-])([O-])=O.[K+].[K+] (potassium carbonate), [I-].[Na+] (sodium iodide), C([O-])(O)=O.[Na+] (sodium bicarbonate). The solvent is CN(C=O)C (dimethylformamide). Procedure details: 4-Bromomethyl-benzo[2,1,3]thiadiazole (0.94 g, 4.12 mmol) is added to a stirred solution of 4-isobutylamino-piperidine-1-carboxylic acid tert-butyl ester (1.01 g, 3.95 mmol), potassium carbonate (0.66 g, 4.76 mmol), sodium iodide (0.18 g, 1.21 mmol), and anhydrous dimethylformamide (15 ml). The reaction is heated to 85° C. under nitrogen for 3 h. The reaction is poured into saturated sodium bicarbonate (100 ml) and extracted with ethyl acetate (100 ml×3). The ethyl acetate is dried over sodium s... Reactants: C(C)C1=C(C(=O)OC)C=C(C(=C1)Cl)S(=O)(=O)C (methyl 2-ethyl-4-chloro-5-methylsulphonylbenzoate). The solvent is CO (methanol), [OH-].[Na+] (sodium hydroxide). Yields the product C(C)C1=C(C(=O)O)C=C(C(=C1)Cl)S(=O)(=O)C (2-Ethyl-4-chloro-5-methylsulphonylbenzoic acid). RXN SMILES: [CH2:1]([C:3]1[CH:12]=[C:11]([Cl:13])[C:10]([S:14]([CH3:17])(=[O:16])=[O:15])=[CH:9][C:4]=1[C:5]([O:7]C)=[O:6])[CH3:2]>CO.[OH-].[Na+]>[CH2:1]([C:3]1[CH:12]=[C:11]([Cl:13])[C:10]([S:14]([CH3:17])(=[O:16])=[O:15])=[CH:9][C:4]=1[C:5]([OH:7])=[O:6])[CH3:2] |f:2.3|. Procedure: 15 g of methyl 2-ethyl-4-chloro-5-methylsulphonylbenzoate are stirred, at room temperature for 1 h, in 100 ml of methanol and 50 ml of 2N sodium hydroxide solution. The reaction mixture is then concentrated, and 200 ml of ice water are added. After the mixture has been acidified with conc. HCl, the resulting precipitate is filtered off with suction, washed with ether and dried. 2-Ethyl-4-chloro-5-methylsulphonylbenzoic acid is obtained, m.p. 180°-183°. The reactants are NCc1ccc(Br)s1, CCN(C(C)C)C(C)C, ClCCl, O=S(=O)(Cl)c1ccccc1C(F)(F)F. The product is O=S(=O)(NCc1ccc(Br)s1)c1ccccc1C(F)(F)F. RXN SMILES: [Br:1][c:2]1[cH:3][cH:4][c:5]([CH2:7][NH2:8])[s:6]1.[CH2:23]([N:24]([CH:25]([CH3:26])[CH3:27])[CH:28]([CH3:29])[CH3:30])[CH3:31].[Cl:32][CH2:33][Cl:34].[F:9][C:10]([c:11]1[c:12]([S:17](=[O:18])(=[O:19])[Cl:20])[cH:13][cH:14][cH:15][cH:16]1)([F:21])[F:22]>>[Br:1][c:2]1[cH:3][cH:4][c:5]([CH2:7][NH:8][S:17]([c:12]2[c:11]([C:10]([F:9])([F:21])[F:22])[cH:16][cH:15][cH:14][cH:13]2)(=[O:18])=[O:19])[s:6]1. The reactants are CN=C=O, CN1c2ccncc2NCc2cccn21, c1ccccc1. The product is CNC(=O)N1Cc2cccn2N(C)c2ccncc21. Reaction SMILES: [CH3:16][N:17]=[C:18]=[O:19].[CH3:1][N:2]1[n:3]2[c:4]([cH:13][cH:14][cH:15]2)[CH2:5][NH:6][c:7]2[c:8]1[cH:9][cH:10][n:11][cH:12]2.[cH:20]1[cH:21][cH:22][cH:23][cH:24][cH:25]1>>[CH3:1][N:2]1[n:3]2[c:4]([cH:13][cH:14][cH:15]2)[CH2:5][N:6]([C:18]([NH:17][CH3:16])=[O:19])[c:7]2[c:8]1[cH:9][cH:10][n:11][cH:12]2. Starting materials: B(Br)(Br)Br (Boron tribromide), C1(=CC=CC=C1)C(CCCCO)O (1-phenylpentane-1,5-diol). Solvent: ClCCl (dichloromethane). Run at time 1 hour. Product: BrC(CCCCO)C1=CC=CC=C1 (5-bromo-5-phenylpentan-1-ol). As a reaction SMILES: B(Br)(Br)[Br:2].[C:5]1([CH:11](O)[CH2:12][CH2:13][CH2:14][CH2:15][OH:16])[CH:10]=[CH:9][CH:8]=[CH:7][CH:6]=1>ClCCl>[Br:2][CH:11]([C:5]1[CH:10]=[CH:9][CH:8]=[CH:7][CH:6]=1)[CH2:12][CH2:13][CH2:14][CH2:15][OH:16]. Reported procedure: Boron tribromide (1.2 mL, 12.69 mol) was slowly added to a dichloromethane solution (40 mL) of 1-phenylpentane-1,5-diol (1.89 g, 10.52 mmol) at 0° C. The reaction mixture was stirred for one hour and quenched with water. The aqueous layer was extracted with dichloromethane (3×10 mL), and the combined organics were dried (magnesium sulfate). The residue was purified by column chromatography on silica gel, eluting with 0-100% ethyl acetate/hexanes to give the title compound as a yellow oil. 1H NMR... Starting materials: C(C=C)N1C(CN=C(C2=C1C=CC(=C2)Cl)C2=C(C=CC=C2)F)=O (1-allyl-7-chloro-5-(2-fluorophenyl)-1,3-dihydro-2H-1,4-benzodiazepin-2-one), CC(=O)C (acetone), [Mn](=O)(=O)(=O)[O-].[K+] (potassium permanganate). As a reaction SMILES: C([N:4]1[C:10]2[CH:11]=[CH:12][C:13]([Cl:15])=[CH:14][C:9]=2[C:8]([C:16]2[CH:21]=[CH:20][CH:19]=[CH:18][C:17]=2[F:22])=[N:7][CH2:6][C:5]1=[O:23])C=C.[Mn]([O-])(=O)(=O)=[O:25].[K+].[CH3:30][C:31]([CH3:33])=[O:32]>>[Cl:15][C:13]1[CH:12]=[CH:11][C:10]2[N:4]([CH2:30][CH:31]([OH:32])[CH2:33][OH:25])[C:5](=[O:23])[CH2:6][N:7]=[C:8]([C:16]3[CH:21]=[CH:20][CH:19]=[CH:18][C:17]=3[F:22])[C:9]=2[CH:14]=1 |f:1.2|. Run in buffer solution. Product: ClC=1C=CC2=C(C(=NCC(N2CC(CO)O)=O)C2=C(C=CC=C2)F)C1 (7-chloro-1-(2,3-dihydroxypropyl)-5-(2-fluorophenyl)-1,3-dihydro-2H-1,4-benzodiazepin-2-one). Procedure details: 33.0 g of 1-allyl-7-chloro-5-(2-fluorophenyl)-1,3-dihydro-2H-1,4-benzodiazepin-2-one are dissolved in 300 ml of acetone. 16 g of potassium permanganate are dissolved in 300 ml of a buffer solution (sodium acetate/acetic acid buffer) and added dropwise at 10°C within 20 minutes and with stirring to the foregoing solution. After complete decolouration of the potassium permanganate solution, the mixture is filtered off under vacuum from the manganese dioxide, the manganese dioxide is washed with ac...